From a dataset of the Open Reaction Database (ORD), a public repository of structured organic reaction records. describe an organic reaction: reactants, conditions, products, and yield Starting materials: ClC=1C2=C(N=CN1)N(C=C2)[C@H]2[C@](O)([C@H](O)[C@H](O2)CO)CC (4-Chloro-7-(2-C-ethyl-β-D-ribofuranosyl)-7H-pyrrolo[2,3-d]pyrimidine), N (ammonia). Run in CO (methanol). Conditions: temperature 75 celsius, time 72 hour. Yields the product NC=1C2=C(N=CN1)N(C=C2)[C@H]2[C@](O)([C@H](O)[C@H](O2)CO)CC (4-Amino-7-(2-C-ethyl-β-D-ribofuranosyl)-7H-pyrrolo[2,3-d]pyrimidine). As a reaction SMILES: Cl[C:2]1[C:3]2[CH:10]=[CH:9][N:8]([C@@H:11]3[O:17][C@H:16]([CH2:18][OH:19])[C@@H:14]([OH:15])[C@@:12]3([CH2:20][CH3:21])[OH:13])[C:4]=2[N:5]=[CH:6][N:7]=1.[NH3:22]>CO>[NH2:22][C:2]1[C:3]2[CH:10]=[CH:9][N:8]([C@@H:11]3[O:17][C@H:16]([CH2:18][OH:19])[C@@H:14]([OH:15])[C@@:12]3([CH2:20][CH3:21])[OH:13])[C:4]=2[N:5]=[CH:6][N:7]=1. Procedure details: To the compound from Step C (50 mg, 0.16 mmol) was added saturated ammonia in methanol (4 mL). The mixture was stirred at 75° C. for 72 h in a closed container, cooled and evaporated in vacuo. The crude mixture was purified on silica gel using methanol/dichloromethane (1:9) as eluent. Fractions containing the product were pooled and evaporated in vacuo to give the desired product (29 mg) as a colorless powder. Reactants: C(C)(C)(C)OC(CNC1=C(C=C(C(=C1)F)C(C)=O)[N+](=O)[O-])=O (N-(4-acetyl-5-fluoro-2-nitrophenyl)glycine tert-butyl ester), N1C=NC=C1 (imidazole). Run in CN(C)C=O (DMF). The product is C(C)(C)(C)OC(CNC1=C(C=C(C(=C1)N1C=NC=C1)C(C)=O)[N+](=O)[O-])=O (N-[4-acetyl-5-(1H-imidazol-1-yl)-2-nitrophenyl]glycine tert-butyl ester). The yield is 87.1%. As a reaction SMILES: [C:1]([O:5][C:6](=[O:22])[CH2:7][NH:8][C:9]1[CH:14]=[C:13](F)[C:12]([C:16](=[O:18])[CH3:17])=[CH:11][C:10]=1[N+:19]([O-:21])=[O:20])([CH3:4])([CH3:3])[CH3:2].[NH:23]1[CH:27]=[CH:26][N:25]=[CH:24]1>CN(C=O)C>[C:1]([O:5][C:6](=[O:22])[CH2:7][NH:8][C:9]1[CH:14]=[C:13]([N:23]2[CH:27]=[CH:26][N:25]=[CH:24]2)[C:12]([C:16](=[O:18])[CH3:17])=[CH:11][C:10]=1[N+:19]([O-:21])=[O:20])([CH3:4])([CH3:3])[CH3:2]. Procedure details: By using 3.77 g (12.1 mmol) of N-(4-acetyl-5-fluoro-2-nitrophenyl)glycine tert-butyl ester, 3.28 g of imidazole and 15 ml of DMF, 3.80 g (87%) of N-[4-acetyl-5-(1H-imidazol-1-yl)-2-nitrophenyl]glycine tert-butyl ester was obtained. RXN SMILES: [F:1][C:2]1[CH:3]=[N:4][C:5]([C@@H:8]([NH:10]S([C@H](C)CC)=O)[CH3:9])=[N:6][CH:7]=1.[ClH:17]>O1CCOCC1>[ClH:17].[F:1][C:2]1[CH:3]=[N:4][C:5]([C@@H:8]([NH2:10])[CH3:9])=[N:6][CH:7]=1 |f:3.4|. Reactants: FC=1C=NC(=NC1)[C@H](C)NS(=O)[C@@H](CC)C (N-[(1S)-1-(5-fluoropyrimidin-2-yl)ethyl]-(2R)-methylpropane-2-sulfinamide), Cl (HCl). The product is Cl.FC=1C=NC(=NC1)[C@H](C)N ((S)-1-(5-Fluoropyrimidin-2-yl)ethanamine hydrochloride). Procedure details: To a solution of N-[(1S)-1-(5-fluoropyrimidin-2-yl)ethyl]-(2R)-methylpropane-2-sulfinamide (Method 52, 655 mg, 2.67 mmol) in dry dioxane (20 ml) was added HCl (3.4 ml, 13.3 mmol) in dioxane. The reaction was stirred at room temperature for 3 hours. The solvent was removed to give the title compound as white solid (quantitative). MS: Calcd.: 141. Found: [M+H]+142. The solvent is O1CCOCC1 (dioxane), O1CCOCC1 (dioxane). Conditions: time 3 hour. Reactants: NC1CC2=CC(=CC=C2CC1)O (2-amino-7-hydroxytetralin), ClC1=C(OCC2CO2)C=CC=C1 (1-(2-chlorophenoxy)-2,3-epoxypropane). The solvent is C(C)O (ethanol). Yields the product Cl.OC1=CC=C2CCC(CC2=C1)NCC(COC1=C(C=CC=C1)Cl)O (N-(7-hydroxy-1,2,3,4-tetrahydronaphth-2-yl)-2-hydroxy-3-(2-chlorophenoxy)propanamine hydrochloride). Yield: 100.6%. Reaction SMILES: [NH2:1][CH:2]1[CH2:11][CH2:10][C:9]2[C:4](=[CH:5][C:6]([OH:12])=[CH:7][CH:8]=2)[CH2:3]1.[Cl:13][C:14]1[CH:24]=[CH:23][CH:22]=[CH:21][C:15]=1[O:16][CH2:17][CH:18]1[O:20][CH2:19]1>C(O)C>[ClH:13].[OH:12][C:6]1[CH:5]=[C:4]2[C:9]([CH2:10][CH2:11][CH:2]([NH:1][CH2:19][CH:18]([OH:20])[CH2:17][O:16][C:15]3[CH:21]=[CH:22][CH:23]=[CH:24][C:14]=3[Cl:13])[CH2:3]2)=[CH:8][CH:7]=1 |f:3.4|. Procedure details: A mixture of 2-amino-7-hydroxytetralin (1.9 g) and 1-(2-chlorophenoxy)-2,3-epoxypropane (2.15 g) in absolute ethanol (60 ml) is refluxed for 5 hours and then ethanol is evaporated off under reduced pressure. The thus obtained residue is chromatographed on a silica gel column eluting first with ethyl acetate up to the complete elution of the first spot and then with a mixture ethyl acetate/methanol 9/1 v/v. The obtained fractions are pooled and concentrated to dryness. The residue is dissolved in... Starting materials: N[C@H]1CC[C@H](CC1)NC(=O)C1=CNC2=C1N=CN=C2C2=C(C=C(C=C2)OC)OCCOC (cis-4-[4-methoxy-2-(2-methoxy-ethoxy)-phenyl]-5H-pyrrolo[3,2-d]pyrimidine-7-carboxylic acid (4-amino-cyclohexyl)-amide), C1(CC1)C(=O)Cl (cyclopropanecarbonyl chloride). Product: C1(CC1)C(=O)N[C@H]1CC[C@H](CC1)NC(=O)C1=CNC2=C1N=CN=C2C2=C(C=C(C=C2)OC)OCCOC (cis-4-[4-Methoxy-2-(2-methoxy-ethoxy)-phenyl]-5H-pyrrolo[3,2-d]pyrimidine-7-carboxylic acid [4-(cyclopropanecarbonyl-amino)cyclohexyl]-amide). Reaction SMILES: [NH2:1][C@@H:2]1[CH2:7][CH2:6][C@H:5]([NH:8][C:9]([C:11]2[C:15]3[N:16]=[CH:17][N:18]=[C:19]([C:20]4[CH:25]=[CH:24][C:23]([O:26][CH3:27])=[CH:22][C:21]=4[O:28][CH2:29][CH2:30][O:31][CH3:32])[C:14]=3[NH:13][CH:12]=2)=[O:10])[CH2:4][CH2:3]1.[CH:33]1([C:36](Cl)=[O:37])[CH2:35][CH2:34]1>>[CH:33]1([C:36]([NH:1][C@@H:2]2[CH2:7][CH2:6][C@H:5]([NH:8][C:9]([C:11]3[C:15]4[N:16]=[CH:17][N:18]=[C:19]([C:20]5[CH:25]=[CH:24][C:23]([O:26][CH3:27])=[CH:22][C:21]=5[O:28][CH2:29][CH2:30][O:31][CH3:32])[C:14]=4[NH:13][CH:12]=3)=[O:10])[CH2:4][CH2:3]2)=[O:37])[CH2:35][CH2:34]1. Reported procedure: Starting from cis-4-[4-methoxy-2-(2-methoxy-ethoxy)-phenyl]-5H-pyrrolo[3,2-d]pyrimidine-7-carboxylic acid (4-amino-cyclohexyl)-amide (example A183) and cyclopropanecarbonyl chloride the title compound was obtained as colorless solid.